Task: describe an organic reaction: reactants, conditions, products, and yield. Dataset: the Open Reaction Database (ORD), a public repository of structured organic reaction records The reactants are CCOC(=O)c1cc2oc3ccc(CC)cc3c(=O)c2nc1Cl, CCO, CN, ClC(Cl)Cl. Product: CCOC(=O)c1cc2oc3ccc(CC)cc3c(=O)c2nc1NC. RXN SMILES: [CH2:1]([CH3:2])[c:3]1[cH:4][cH:5][c:6]2[o:7][c:8]3[cH:9][c:10]([C:19](=[O:20])[O:21][CH2:22][CH3:23])[c:11]([Cl:18])[n:12][c:13]3[c:14](=[O:17])[c:15]2[cH:16]1.[CH2:24]([OH:25])[CH3:26].[CH3:27][NH2:28].[CH:29]([Cl:30])([Cl:31])[Cl:32]>>[CH2:1]([CH3:2])[c:3]1[cH:4][cH:5][c:6]2[o:7][c:8]3[cH:9][c:10]([C:19](=[O:20])[O:21][CH2:22][CH3:23])[c:11]([NH:28][CH3:27])[n:12][c:13]3[c:14](=[O:17])[c:15]2[cH:16]1.